describe an organic reaction: reactants, conditions, products, and yield From a dataset of the Open Reaction Database (ORD), a public repository of structured organic reaction records. Starting materials: ClC=1C=C(C=C(C1NC1=NC2=CC=NC=C2C2=C1C=CN=C2OCC)Cl)C(N)=NO (3,5-dichloro-4-[(10-ethoxypyrido[4,3-c]-1,6-naphthyridin-6-yl)amino]-N′-hydroxybenzenecarboximidamide), N1=CC=CC=C1 (pyridine), C(C)(=O)OC(C(=O)Cl)(C)C (2-chloro-1,1-dimethyl-2-oxoethyl acetate). Procedure: To a solution of 3,5-dichloro-4-[(10-ethoxypyrido[4,3-c]-1,6-naphthyridin-6-yl)amino]-N′-hydroxybenzenecarboximidamide (50 mg, 0.11 mmol) in 1,4-dioxane (1 mL) was added pyridine (0.1 mL) and 2-chloro-1,1-dimethyl-2-oxoethyl acetate (0.016 mL, 0.11 mmol). The reaction was heated to 110° C. for 4 h in a sealed tube. After cooling to room temperature, the solvents were evaporated and the residue was dissolved in THF/MeOH, filtered and purified by reverse phase HPLC to afford the title compound. Reaction conditions: temperature 110 celsius. RXN SMILES: [Cl:1][C:2]1[CH:3]=[C:4]([C:27](=[N:29][OH:30])[NH2:28])[CH:5]=[C:6]([Cl:26])[C:7]=1[NH:8][C:9]1[C:18]2[CH:19]=[CH:20][N:21]=[C:22]([O:23][CH2:24][CH3:25])[C:17]=2[C:16]2[C:11](=[CH:12][CH:13]=[N:14][CH:15]=2)[N:10]=1.N1C=CC=CC=1.[C:37]([O:40][C:41]([CH3:46])([CH3:45])[C:42](Cl)=O)(=[O:39])[CH3:38]>O1CCOCC1>[C:37]([O:40][C:41]([C:46]1[O:30][N:29]=[C:27]([C:4]2[CH:5]=[C:6]([Cl:26])[C:7]([NH:8][C:9]3[C:18]4[CH:19]=[CH:20][N:21]=[C:22]([O:23][CH2:24][CH3:25])[C:17]=4[C:16]4[C:11](=[CH:12][CH:13]=[N:14][CH:15]=4)[N:10]=3)=[C:2]([Cl:1])[CH:3]=2)[N:28]=1)([CH3:45])[CH3:42])(=[O:39])[CH3:38]. The solvent is O1CCOCC1 (1,4-dioxane). Yields the product C(C)(=O)OC(C)(C)C1=NC(=NO1)C1=CC(=C(C(=C1)Cl)NC1=NC2=CC=NC=C2C2=C1C=CN=C2OCC)Cl (1-(3-{3,5-Dichloro-4-[(10-ethoxypyrido[4,3-c]-1,6-naphthyridin-6-yl) amino]phenyl}-1,2,4-oxadiazol-5-yl)-1-methylethyl acetate). Starting materials: C1CC(=O)N(C1=O)Cl (NCS), C(C)(=O)O (acetic acid), C(C)NC([O-])=O.COC=1C=CC=2C(C3C(CNC3)C2C1)C (N-ethylcarbamate 5-methoxy-8-methyl-1,2,3,3a,8,8a-hexahydroindeno[1,2-c]pyrrole), ClCCCl (DCE). Reported procedure: NCS (63 mg, 0.47 mmol) and acetic acid (1 mL) were added to a solution of N-ethylcarbamate-5-methoxy-8-methyl-1,2,3,3a,8,8a-hexahydroindeno[1,2-c]pyrrole (from Example 2, Step A) (43 mg, 0.16 mmol) in DCE (1 mL), and the reaction solution was stirred for 3 hours at 70° C. The reaction was quenched with H2O and the solution filtered through an Extrelut column. The column was washed with CH2Cl2, and the filtrate was concentrated. The subtitle compound was obtained without further purification. MS ... Conditions: temperature 70 celsius, time 3 hour. Reaction SMILES: C1C(=O)N([Cl:8])C(=O)C1.C(O)(=O)C.[CH2:13]([NH:15][C:16](=[O:18])[O-:17])[CH3:14].[CH3:19][O:20][C:21]1C=C[C:24]2[CH:25]([CH3:33])[CH:26]3[CH2:30][NH:29][CH2:28][CH:27]3[C:31]=2[CH:32]=1.Cl[CH2:35][CH2:36][Cl:37]>>[CH2:13]([NH:15][C:16](=[O:17])[O-:18])[CH3:14].[Cl:37][C:36]1[C:35]2[CH:27]3[CH2:28][NH:29][CH2:30][CH:26]3[CH:25]([CH3:33])[C:24]=2[CH:31]=[C:32]([Cl:8])[C:21]=1[O:20][CH3:19] |f:2.3,5.6|. Product: C(C)NC([O-])=O.ClC1=C(C(=CC=2C(C3C(CNC3)C12)C)Cl)OC (N-Ethylcarbamate 4,6-dichloro-5-methoxy-8-methyl-1,2,3,3a,8,8a-hexahydroindeno[1,2-c]pyrrole). Reactants: COC(=O)c1cc(SC)cc(N)n1, N. Product: CSc1cc(N)nc(C(N)=O)c1. As a reaction SMILES: [CH3:1][O:2][C:3](=[O:4])[c:5]1[n:6][c:7]([NH2:13])[cH:8][c:9]([S:11][CH3:12])[cH:10]1.[NH3:14]>>[O:2]=[C:3]([c:5]1[n:6][c:7]([NH2:13])[cH:8][c:9]([S:11][CH3:12])[cH:10]1)[NH2:14].